Dataset: the Open Reaction Database (ORD), a public repository of structured organic reaction records. Task: describe an organic reaction: reactants, conditions, products, and yield Starting materials: COC=1C=CC2=C(N=C(N(C2=O)C2=CC=C(C=C2)OCC(F)(F)F)SC)N1 (7-Methoxy-2-(methylsulfanyl)-3-[4-(2,2,2-trifluoroethoxy)phenyl]pyrido[2,3-d]pyrimidin-4(3H)-one), Cl.N1=CC=CC=C1 (pyridine hydrochloride), Cl (hydrochloric acid). The solvent is CN(C=O)C (N,N-dimethylformamide). Reaction conditions: temperature 120 celsius, time 2 hour. The product is CSC=1N(C(C2=C(N1)NC(C=C2)=O)=O)C2=CC=C(C=C2)OCC(F)(F)F (2-(methylsulfanyl)-3-[4-(2,2,2-trifluoroethoxy)phenyl]pyrido[2,3-d]pyrimidine-4,7(3H,8H)-dione). Yield: 88.9%. As a reaction SMILES: C[O:2][C:3]1[CH:4]=[CH:5][C:6]2[C:11](=[O:12])[N:10]([C:13]3[CH:18]=[CH:17][C:16]([O:19][CH2:20][C:21]([F:24])([F:23])[F:22])=[CH:15][CH:14]=3)[C:9]([S:25][CH3:26])=[N:8][C:7]=2[N:27]=1.Cl.N1C=CC=CC=1.Cl>CN(C)C=O>[CH3:26][S:25][C:9]1[N:10]([C:13]2[CH:14]=[CH:15][C:16]([O:19][CH2:20][C:21]([F:23])([F:22])[F:24])=[CH:17][CH:18]=2)[C:11](=[O:12])[C:6]2[CH:5]=[CH:4][C:3](=[O:2])[NH:27][C:7]=2[N:8]=1 |f:1.2|. Procedure details: 7-Methoxy-2-(methylsulfanyl)-3-[4-(2,2,2-trifluoroethoxy)phenyl]pyrido[2,3-d]pyrimidin-4(3H)-one (1.55 g) and pyridine hydrochloride (3.1 g) were added to N,N-dimethylformamide (20 ml), and the mixture was stirred at 120° C. for 2 hr, and allowed to be cooled. The reaction mixture was poured into 0.5M hydrochloric acid (22 ml), and the white precipitate was collected by filtration, washed with water, and dissolved in tetrahydrofuran (30 ml). The solution was diluted with ethyl acetate (60 ml), d... Starting materials: COc1ccc(CN(Cc2ccc(OC)cc2)c2nc(C)nc(-c3cccnc3Nc3cnc(OC)c(Cl)c3)n2)cc1, O=C(O)C(F)(F)F. The product is COc1ncc(Nc2ncccc2-c2nc(C)nc(N)n2)cc1Cl. RXN SMILES: [Cl:1][c:2]1[cH:3][c:4]([NH:10][c:11]2[n:12][cH:13][cH:14][cH:15][c:16]2-[c:17]2[n:18][c:19]([N:24]([CH2:25][c:26]3[cH:27][cH:28][c:29]([O:30][CH3:31])[cH:32][cH:33]3)[CH2:34][c:35]3[cH:36][cH:37][c:38]([O:39][CH3:40])[cH:41][cH:42]3)[n:20][c:21]([CH3:23])[n:22]2)[cH:5][n:6][c:7]1[O:8][CH3:9].[F:43][C:44]([F:45])([F:46])[C:47]([OH:48])=[O:49]>>[Cl:1][c:2]1[cH:3][c:4]([NH:10][c:11]2[n:12][cH:13][cH:14][cH:15][c:16]2-[c:17]2[n:18][c:19]([NH2:24])[n:20][c:21]([CH3:23])[n:22]2)[cH:5][n:6][c:7]1[O:8][CH3:9].